This data is from the Open Reaction Database (ORD), a public repository of structured organic reaction records. The task is: describe an organic reaction: reactants, conditions, products, and yield Reactants: COC(=O)c1cc(SCc2cc(C(C)(C)C)cc(C(C)(C)C)c2)cc(SCc2cc(C(C)(C)C)cc(C(C)(C)C)c2)c1, Cc1ccccc1, Cl. Yields the product CC(C)(C)c1cc(CSc2cc(CO)cc(SCc3cc(C(C)(C)C)cc(C(C)(C)C)c3)c2)cc(C(C)(C)C)c1. Reaction SMILES: [C:1]([CH3:2])([CH3:3])([CH3:4])[c:5]1[cH:6][c:7]([CH2:8][S:9][c:10]2[cH:11][c:12]([C:13](=[O:14])[O:15][CH3:16])[cH:17][c:18]([S:20][CH2:21][c:22]3[cH:23][c:24]([C:32]([CH3:33])([CH3:34])[CH3:35])[cH:25][c:26]([C:28]([CH3:29])([CH3:30])[CH3:31])[cH:27]3)[cH:19]2)[cH:36][c:37]([C:39]([CH3:40])([CH3:41])[CH3:42])[cH:38]1.[CH3:44][c:45]1[cH:46][cH:47][cH:48][cH:49][cH:50]1.[ClH:43]>>[C:1]([CH3:2])([CH3:3])([CH3:4])[c:5]1[cH:6][c:7]([CH2:8][S:9][c:10]2[cH:11][c:12]([CH2:13][OH:14])[cH:17][c:18]([S:20][CH2:21][c:22]3[cH:23][c:24]([C:32]([CH3:33])([CH3:34])[CH3:35])[cH:25][c:26]([C:28]([CH3:29])([CH3:30])[CH3:31])[cH:27]3)[cH:19]2)[cH:36][c:37]([C:39]([CH3:40])([CH3:41])[CH3:42])[cH:38]1. Starting materials: Cl (hydrochloric acid), NC=1C=C2C=CN(C2=CC1)CCCC1=NN=NN1C(C)C (5-amino-1-[3-(1-isopropyl-5-tetrazolyl)propyl]indole), C(C1=CC=CC=C1)N1C(=NC2=C1C=C(C=C2)Cl)C(=O)OC (methyl 1-benzyl-6-chlorobenzimidazol-2-carboxylate), C[Al](C)C (trimethylaluminum). The solvent is CO.ClCCl (methanol dichloromethane), C1(=CC=CC=C1)C (toluene), CCCCCC (n-hexane). Yields the product C(C1=CC=CC=C1)N1C(=NC2=C1C=C(C=C2)Cl)C(=O)NC=2C=C1C=CN(C1=CC2)CCCC2=NN=NN2C(C)C (1-benzyl-6-chloro-2-{1-[3-(1-isopropyltetrazol-5-yl)propyl]indol-5-ylaminocarbonyl}benzimidazole). Reaction SMILES: [NH2:1][C:2]1[CH:3]=[C:4]2[C:8](=[CH:9][CH:10]=1)[N:7]([CH2:11][CH2:12][CH2:13][C:14]1[N:18]([CH:19]([CH3:21])[CH3:20])[N:17]=[N:16][N:15]=1)[CH:6]=[CH:5]2.C[Al](C)C.[CH2:26]([N:33]1[C:37]2[CH:38]=[C:39]([Cl:42])[CH:40]=[CH:41][C:36]=2[N:35]=[C:34]1[C:43](OC)=[O:44])[C:27]1[CH:32]=[CH:31][CH:30]=[CH:29][CH:28]=1.Cl>CO.ClCCl.CCCCCC.C1(C)C=CC=CC=1>[CH2:26]([N:33]1[C:37]2[CH:38]=[C:39]([Cl:42])[CH:40]=[CH:41][C:36]=2[N:35]=[C:34]1[C:43]([NH:1][C:2]1[CH:3]=[C:4]2[C:8](=[CH:9][CH:10]=1)[N:7]([CH2:11][CH2:12][CH2:13][C:14]1[N:18]([CH:19]([CH3:21])[CH3:20])[N:17]=[N:16][N:15]=1)[CH:6]=[CH:5]2)=[O:44])[C:27]1[CH:28]=[CH:29][CH:30]=[CH:31][CH:32]=1 |f:4.5|. Procedure details: To 2.2 g of 5-amino-1-[3-(1-isopropyl-5-tetrazolyl)propyl]indole was added 40 ml of toluene, then this mixture was stirred under nitrogen gas atmosphere by cooling in a methanol-ice bath. To this reaction mixture was added 4 ml of n-hexane solution of 2M trimethylaluminum dropwise from syringe, then reaction mixture was stirred for 20 minutes, and further stirred at room temperature for 1 hour. 2.18 Grams of methyl 1-benzyl-6-chlorobenzimidazol-2-carboxylate was added to the reaction mixture and... The reactants are C(CC)C1=C(C=CC=C1)O (2-propylphenol), [Br-].[Br-].[Br-].C(CCC)[N+](CCCC)(CCCC)CCCC.C(CCC)[N+](CCCC)(CCCC)CCCC.C(CCC)[N+](CCCC)(CCCC)CCCC (Tetrabutyl ammonium tribromide). Run in C(Cl)(Cl)Cl (CHCl3), C(Cl)(Cl)Cl (CHCl3). The product is BrC1=CC(=C(C=C1)O)CCC (4-bromo-2-propylphenol). RXN SMILES: [CH2:1]([C:4]1[CH:9]=[CH:8][CH:7]=[CH:6][C:5]=1[OH:10])[CH2:2][CH3:3].[Br-:11].[Br-].[Br-].C([N+](CCCC)(CCCC)CCCC)CCC.C([N+](CCCC)(CCCC)CCCC)CCC.C([N+](CCCC)(CCCC)CCCC)CCC>C(Cl)(Cl)Cl>[Br:11][C:8]1[CH:7]=[CH:6][C:5]([OH:10])=[C:4]([CH2:1][CH2:2][CH3:3])[CH:9]=1 |f:1.2.3.4.5.6|. Reported procedure: 2-propylphenol (3.0 g, 0.022 mol) was dissolved in CHCl3 (100 mL) and magnetically stirred at room temperature. To this solution was added a solution of Tetrabutyl ammonium tribromide (10.68 g, 0.022 mol) in CHCl3 (100 mL). The resulting yellow solution was allowed to stir at room temperature for 1 hour. The reaction was quenched with a 5% solution of sodium thiosulfate (200 mL). The biphasic mixture was stirred for 15 min. The organics were separated and concentrated. The residue was dissolved ... Reactants: OCc1cc(Br)c(OCc2ccccc2)cc1OCc1ccccc1, ClCCl. Yields the product O=Cc1cc(Br)c(OCc2ccccc2)cc1OCc1ccccc1. RXN SMILES: [CH2:1]([c:2]1[cH:3][cH:4][cH:5][cH:6][cH:7]1)[O:8][c:9]1[c:10]([CH2:11][OH:12])[cH:13][c:14]([Br:25])[c:15]([O:17][CH2:18][c:19]2[cH:20][cH:21][cH:22][cH:23][cH:24]2)[cH:16]1.[Cl:26][CH2:27][Cl:28]>>[CH2:1]([c:2]1[cH:3][cH:4][cH:5][cH:6][cH:7]1)[O:8][c:9]1[c:10]([CH:11]=[O:12])[cH:13][c:14]([Br:25])[c:15]([O:17][CH2:18][c:19]2[cH:20][cH:21][cH:22][cH:23][cH:24]2)[cH:16]1. Reactants: C(C)(C)(C)OC(N(CC1=CC=C(C=C1)F)CCC1=C(C=C(C=C1)[N+](=O)[O-])Cl)=O ([2-(2-chloro-4-nitro-phenyl)ethyl]-(4-fluoro-benzyl)-carbamic acid tert-butyl ester), [NH4+].[Cl-] (NH4Cl). Reagents/catalysts: [Zn] (zinc). The solvent is CO (methanol). Conditions: temperature 45 celsius, time 15 minute. Yields the product C(C)(C)(C)OC(N(CC1=CC=C(C=C1)F)CCC1=C(C=C(C=C1)N)Cl)=O ([2-(4-Amino-2-chloro-phenyl)-ethyl]-(4-fluoro-benzyl)-carbamic acid tert-butyl ester). Isolated yield 92.4%. RXN SMILES: [C:1]([O:5][C:6](=[O:28])[N:7]([CH2:16][CH2:17][C:18]1[CH:23]=[CH:22][C:21]([N+:24]([O-])=O)=[CH:20][C:19]=1[Cl:27])[CH2:8][C:9]1[CH:14]=[CH:13][C:12]([F:15])=[CH:11][CH:10]=1)([CH3:4])([CH3:3])[CH3:2].[NH4+].[Cl-]>CO.[Zn]>[C:1]([O:5][C:6](=[O:28])[N:7]([CH2:16][CH2:17][C:18]1[CH:23]=[CH:22][C:21]([NH2:24])=[CH:20][C:19]=1[Cl:27])[CH2:8][C:9]1[CH:10]=[CH:11][C:12]([F:15])=[CH:13][CH:14]=1)([CH3:4])([CH3:2])[CH3:3] |f:1.2|. Procedure details: To a solution of [2-(2-chloro-4-nitro-phenyl)ethyl]-(4-fluoro-benzyl)-carbamic acid tert-butyl ester (0.6 g, 1.4 mmol) in methanol (18 mL) was added a saturated solution of NH4Cl (18 mL), followed by zinc powder (0.41 g, 7.3 mmol) and the reaction mixture was heated at 45° C. for 1 hour. The reaction mixture was cooled to RT, filtered and EtOAc (60 mL) and water (100 mL) were added to the filtrate and the mixture was stirred for 15 minutes. The separated organic phase was washed with water (80 m... Reactants: CCCCC12CCC(=O)C(Br)=C1c1cc(F)c(NC(C)=O)cc1C2, C=C(OCC)[Sn](CCCC)(CCCC)CCCC, Cc1ccccc1, N#N, Cl[Pd]Cl, c1ccc(P(c2ccccc2)c2ccccc2)cc1, c1ccc(P(c2ccccc2)c2ccccc2)cc1. The product is C=C(OCC)C1=C2c3cc(F)c(NC(C)=O)cc3CC2(CCCC)CCC1=O. Reaction SMILES: [C:1]([CH3:2])(=[O:3])[NH:4][c:5]1[c:6]([F:24])[cH:7][c:8]2[c:16]([cH:17]1)[CH2:15][C:14]1([CH2:18][CH2:19][CH2:20][CH3:21])[C:9]2=[C:10]([Br:23])[C:11](=[O:22])[CH2:12][CH2:13]1.[CH2:27]([Sn:28]([CH2:29][CH2:30][CH2:31][CH3:37])([C:32](=[CH2:33])[O:34][CH2:35][CH3:36])[CH2:38][CH2:39][CH2:40][CH3:41])[CH2:42][CH2:43][CH3:44].[CH3:45][c:46]1[cH:47][cH:48][cH:49][cH:50][cH:51]1.[N:25]#[N:26].[Pd:52]([Cl:53])[Cl:54].[c:55]1([P:56]([c:57]2[cH:58][cH:59][cH:60][cH:61][cH:62]2)[c:63]2[cH:64][cH:65][cH:66][cH:67][cH:68]2)[cH:69][cH:70][cH:71][cH:72][cH:73]1.[c:74]1([P:75]([c:76]2[cH:77][cH:78][cH:79][cH:80][cH:81]2)[c:82]2[cH:83][cH:84][cH:85][cH:86][cH:87]2)[cH:88][cH:89][cH:90][cH:91][cH:92]1>>[C:1]([CH3:2])(=[O:3])[NH:4][c:5]1[c:6]([F:24])[cH:7][c:8]2[c:16]([cH:17]1)[CH2:15][C:14]1([CH2:18][CH2:19][CH2:20][CH3:21])[C:9]2=[C:10]([C:32](=[CH2:33])[O:34][CH2:35][CH3:36])[C:11](=[O:22])[CH2:12][CH2:13]1. The reactants are ClC1=C(C(=O)Cl)C(=CC=C1)F (2-chloro-6-fluorobenzoyl chloride), S(O)(O)(=O)=O (sulfuric acid), [Cl-].[Mg+2].[Cl-] (magnesium chloride), C(CC(=O)C)(=O)OC (methyl acetoacetate), N1=CC=CC=C1 (pyridine). The solvent is C1(=CC=CC=C1)C (toluene), O (water), C(C)#N (acetonitrile). Reaction conditions: time 30 minute. Yields the product ClC1=C(C(=CC=C1)F)C(CC(=O)OC)=O (Methyl 3-(2-chloro-6-fluorophenyl)-3-oxopropionate). Yield: 78.1%. Reaction SMILES: [Cl-].[Mg+2].[Cl-].[C:4]([O:10][CH3:11])(=[O:9])[CH2:5][C:6]([CH3:8])=[O:7].N1C=CC=CC=1.[Cl:18][C:19]1[CH:27]=[CH:26][CH:25]=[C:24]([F:28])C=1C(Cl)=O.S(=O)(=O)(O)O>C1(C)C=CC=CC=1.O.C(#N)C>[Cl:18][C:19]1[CH:27]=[CH:26][CH:25]=[C:24]([F:28])[C:8]=1[C:6](=[O:7])[CH2:5][C:4]([O:10][CH3:11])=[O:9] |f:0.1.2|. Reported procedure: To 7.4 g (77.7 mmol) of magnesium chloride and 9.02 g (116.1 mmol) of methyl acetoacetate was added 30 mL acetonitrile. The mixture was cooled in an ice bath and 12.6 mL (155.4 mmol) of pyridine was slowly added while keeping the temperature below 5° C. The reaction was removed from the ice bath and was stirred for 30 min. at room temperature. A solution of 15.0 g (77.7 mmol) 2-chloro-6-fluorobenzoyl chloride in 20 mL toluene was added to the reaction and the mixture was subsequently refluxed fo...